This data is from the Open Reaction Database (ORD), a public repository of structured organic reaction records. The task is: describe an organic reaction: reactants, conditions, products, and yield Starting materials: O=C([O-])[O-], C[Si](C)(C)C#Cc1cnc2c(NCCCO)nc3cc(C(F)(F)F)ccc3n12, CO, ClCCl, [K+], [K+]. Product: C#Cc1cnc2c(NCCCO)nc3cc(C(F)(F)F)ccc3n12. As a reaction SMILES: [C:29](=[O:30])([O-:31])[O-:32].[CH3:1][Si:2]([CH3:3])([CH3:4])[C:5]#[C:6][c:7]1[cH:8][n:9][c:10]2[n:11]1[c:12]1[cH:13][cH:14][c:15]([C:25]([F:26])([F:27])[F:28])[cH:16][c:17]1[n:18][c:19]2[NH:20][CH2:21][CH2:22][CH2:23][OH:24].[CH3:38][OH:39].[Cl:35][CH2:36][Cl:37].[K+:33].[K+:34]>>[CH:5]#[C:6][c:7]1[cH:8][n:9][c:10]2[n:11]1[c:12]1[cH:13][cH:14][c:15]([C:25]([F:26])([F:27])[F:28])[cH:16][c:17]1[n:18][c:19]2[NH:20][CH2:21][CH2:22][CH2:23][OH:24].